Dataset: the Open Reaction Database (ORD), a public repository of structured organic reaction records. Task: describe an organic reaction: reactants, conditions, products, and yield Starting materials: C(C)C1=CC=C(C(=O)Cl)C=C1 (4-ethylbenzoyl chloride), ClC1=NC=C(C=C1)C#N (2-chloro-5-(cyano)pyridine), ClC1=C(C=CC(=C1)Cl)C1=NC(=NC=C1C=1NC=CN1)NCCNC1=NC=C(C=C1)[N+](=O)[O-] ([4-(2,4-dichlorophenyl)-5-imidazol-2-ylpyrimidin-2-yl]{2-[(5-nitro(2-pyridyl))amino]ethyl}amine). Product: C(C)C1=CC=C(C=C1)C1=NC(=NC=C1C=1NC=CN1)NCCNC1=CC=C(C=N1)C#N (6-[(2-{[4-(4-ethylphenyl)-5-imidazol-2-ylpyrimidin-2-yl]amino}ethyl)amino]-pyridine-3-carbonitrile). Reaction SMILES: [CH2:1]([C:3]1[CH:11]=[CH:10][C:6]([C:7](Cl)=O)=[CH:5][CH:4]=1)[CH3:2].Cl[C:13]1[CH:18]=[CH:17][C:16]([C:19]#[N:20])=[CH:15][N:14]=1.ClC1C=C(Cl)C=CC=1C1[C:34]([C:35]2[NH:36][CH:37]=[CH:38][N:39]=2)=[CH:33][N:32]=[C:31]([NH:40][CH2:41][CH2:42][NH:43]C2C=CC([N+]([O-])=O)=CN=2)[N:30]=1>>[CH2:1]([C:3]1[CH:11]=[CH:10][C:6]([C:7]2[C:34]([C:35]3[NH:36][CH:37]=[CH:38][N:39]=3)=[CH:33][N:32]=[C:31]([NH:40][CH2:41][CH2:42][NH:43][C:13]3[N:14]=[CH:15][C:16]([C:19]#[N:20])=[CH:17][CH:18]=3)[N:30]=2)=[CH:5][CH:4]=1)[CH3:2]. Reported procedure: 6-[(2-{[4-(4-ethylphenyl)-5-imidazol-2-ylpyrimidin-2-yl]amino}ethyl)amino]-pyridine-3-carbonitrile was prepared from 4-ethylbenzoyl chloride and 2-chloro-5-(cyano)pyridine using the general method for [4-(2,4-dichlorophenyl)-5-imidazol-2-ylpyrimidin-2-yl]{2-[(5-nitro(2-pyridyl))amino]ethyl}amine. Reactants: ClC1=C(C(=O)NC2=C(C=CC=C2)Cl)C=CC(=C1)Cl (2,4-dichloro-N-(2-chlorophenyl)benzamide), O.NN (hydrazine monohydrate), CO (CH3OH). Reaction conditions: time 16 hour. The product is COC1=NC=CC(=C1)C(=O)NN (2-methoxypyridine-4-carbohydrazide). RXN SMILES: ClC1C=C(Cl)[CH:15]=[CH:14][C:3]=1[C:4]([NH:6][C:7]1[CH:12]=CC=CC=1Cl)=[O:5].[OH2:19].[NH2:20][NH2:21].[CH3:22]O>>[CH3:22][O:5][C:4]1[CH:3]=[C:14]([C:15]([NH:20][NH2:21])=[O:19])[CH:12]=[CH:7][N:6]=1 |f:1.2|. Procedure: To a solution of 2-methoxypyridine-4-carboxylic acid 1 (1.0 g, 6.5 mmol) in CH3OH (30 mL) was added a few drops of SOCl2 at ambient temperature. The mixture was stirred under reflux for 16 hours and concentrated to give methyl 2-methoxypyridine-4-carboxylate 2. To the solution of 2-methoxypyridine-4-carboxylate 2 in CH3OH was added hydrazine monohydrate (2.0 mL, 37 mmol) at ambient temperature. The reaction mixture was stirred at ambient temperature for 16 hours and concentrated to give 2-methox... Starting materials: C1CCOC1, COC(=O)C(=O)OC, C[Si](C)(C)[N-][Si](C)(C)C, CC(=O)N(Cc1ccc(F)cc1)Cc1ccc(F)cc1, [Li+]. Product: COC(=O)C(O)=CC(=O)N(Cc1ccc(F)cc1)Cc1ccc(F)cc1. Reaction SMILES: [CH2:39]1[O:40][CH2:41][CH2:42][CH2:43]1.[CH3:21][O:22][C:23]([C:24](=[O:25])[O:26][CH3:27])=[O:28].[CH3:30][Si:31]([N-:32][Si:33]([CH3:34])([CH3:35])[CH3:36])([CH3:37])[CH3:38].[F:1][c:2]1[cH:3][cH:4][c:5]([CH2:6][N:7]([C:8]([CH3:9])=[O:10])[CH2:11][c:12]2[cH:13][cH:14][c:15]([F:18])[cH:16][cH:17]2)[cH:19][cH:20]1.[Li+:29]>>[F:1][c:2]1[cH:3][cH:4][c:5]([CH2:6][N:7]([C:8]([CH:9]=[C:24]([C:23]([O:22][CH3:21])=[O:28])[OH:25])=[O:10])[CH2:11][c:12]2[cH:13][cH:14][c:15]([F:18])[cH:16][cH:17]2)[cH:19][cH:20]1.